From a dataset of the Open Reaction Database (ORD), a public repository of structured organic reaction records. describe an organic reaction: reactants, conditions, products, and yield Reaction SMILES: [CH:13]([CH3:14])([CH3:15])[O:16][c:17]1[cH:18][cH:19][c:20]([NH2:21])[cH:22][cH:23]1.[Cl:1][c:2]1[n:3][c:4]2[n:5]([cH:6][cH:7]1)[n:8][cH:9][c:10]2[CH:11]=[O:12].[O:24]1[CH2:25][CH2:26][O:27][CH2:28][CH2:29]1>>[c:2]1([NH:21][c:20]2[cH:19][cH:18][c:17]([O:16][CH:13]([CH3:14])[CH3:15])[cH:23][cH:22]2)[n:3][c:4]2[n:5]([cH:6][cH:7]1)[n:8][cH:9][c:10]2[CH:11]=[O:12]. Reactants: CC(C)Oc1ccc(N)cc1, O=Cc1cnn2ccc(Cl)nc12, C1COCCO1. Yields the product CC(C)Oc1ccc(Nc2ccn3ncc(C=O)c3n2)cc1. Starting materials: CC(C)C[Al+]CC(C)C, ClCCl, [H-], NC(=O)CC=Cc1ccccc1. Yields the product NCCC=Cc1ccccc1. As a reaction SMILES: [CH2:14]([Al+:15][CH2:16][CH:17]([CH3:18])[CH3:19])[CH:20]([CH3:21])[CH3:22].[Cl:23][CH2:24][Cl:25].[H-:13].[c:1]1([CH:7]=[CH:8][CH2:9][C:10](=[O:11])[NH2:12])[cH:2][cH:3][cH:4][cH:5][cH:6]1>>[c:1]1([CH:7]=[CH:8][CH2:9][CH2:10][NH2:12])[cH:2][cH:3][cH:4][cH:5][cH:6]1. Reactants: C1(=CC=C(C=C1)S(=O)(=O)OCCCCl)C (3-chloropropyl p-toluenesulfonate), 4-alkoxy-5-halogenoalkoxy-2-nitrobenzoic acid, 4-alkoxy-3-hydroxybenzoic acid, C([O-])([O-])=O.[K+].[K+] (potassium carbonate), OC=1C=C(C(=O)OC)C=CC1OC (methyl 3-hydroxy-4-methoxybenzoate), tricaprylmethyl ammonium chloride. Product: ClCCCOC=1C=C(C(=O)OC)C=CC1OC (methyl 3-(3-chloropropoxy)-4-methoxybenzoate). RXN SMILES: [OH:1][C:2]1[CH:3]=[C:4]([CH:9]=[CH:10][C:11]=1[O:12][CH3:13])[C:5]([O:7][CH3:8])=[O:6].C1(C)C=CC(S(O[CH2:24][CH2:25][CH2:26][Cl:27])(=O)=O)=CC=1.C(=O)([O-])[O-].[K+].[K+]>>[Cl:27][CH2:26][CH2:25][CH2:24][O:1][C:2]1[CH:3]=[C:4]([CH:9]=[CH:10][C:11]=1[O:12][CH3:13])[C:5]([O:7][CH3:8])=[O:6] |f:2.3.4|. Reported procedure: The aforementioned J. Med. Chem., 44, 3965 (2001) further describes a process for preparing a 4-alkoxy-5-halogenoalkoxy-2-nitrobenzoic acid compound from a 4-alkoxy-3-hydroxybenzoic acid compound. For example, methyl 3-hydroxy-4-methoxybenzoate is reacted with 3-chloropropyl p-toluenesulfonate in an aqueous potassium carbonate solution in the presence of tricaprylmethyl ammonium chloride to produce methyl 3-(3-chloropropoxy)-4-methoxybenzoate, and the methyl 3-(3-chloropropoxy)-4-methoxybenzoate...